Dataset: the Open Reaction Database (ORD), a public repository of structured organic reaction records. Task: describe an organic reaction: reactants, conditions, products, and yield Starting materials: Cc1ccccc1, O=[Mn]=O, CC(=O)Nc1cccc(CO)c1. Product: CC(=O)Nc1cccc(C=O)c1. As a reaction SMILES: [CH3:13][c:14]1[cH:15][cH:16][cH:17][cH:18][cH:19]1.[O:20]=[Mn:21]=[O:22].[OH:1][CH2:2][c:3]1[cH:4][c:5]([NH:9][C:10]([CH3:11])=[O:12])[cH:6][cH:7][cH:8]1>>[O:1]=[CH:2][c:3]1[cH:4][c:5]([NH:9][C:10]([CH3:11])=[O:12])[cH:6][cH:7][cH:8]1. Starting materials: CO, ClCCl, NC(C(=O)O)C(C(F)(F)F)C(F)(F)F, C[Si](C)(C)C=[N+]=[N-]. The product is COC(=O)C(N)C(C(F)(F)F)C(F)(F)F. Reaction SMILES: [CH3:25][OH:26].[Cl:22][CH2:23][Cl:24].[F:1][C:2]([CH:3]([CH:4]([NH2:5])[C:6](=[O:7])[OH:8])[C:9]([F:10])([F:11])[F:12])([F:13])[F:14].[Si:15]([CH3:16])([CH:17]=[N+:18]=[N-:19])([CH3:20])[CH3:21]>>[F:1][C:2]([CH:3]([CH:4]([NH2:5])[C:6](=[O:7])[O:8][CH3:16])[C:9]([F:10])([F:11])[F:12])([F:13])[F:14]. The product is COC=1C=C(N)C=CC1 (3-methoxyaniline). Reactants: C(C)(C)(C)OC(NC1=CC(=CC=C1)OC1=NC(=NC=C1C(NC1=CC=CC=C1)=O)S(=O)(=O)C)=O ([3-(2-methanesulfonyl-5-phenylcarbamoyl-pyrimidin-4-yloxy)-phenyl]-carbamic acid tert-butyl ester), C(=O)(C(F)(F)F)O (CF3COOH). RXN SMILES: C(OC(=O)[NH:7][C:8]1[CH:13]=[CH:12][CH:11]=[C:10]([O:14][C:15]2C(C(=O)NC3C=CC=CC=3)=CN=C(S(C)(=O)=O)N=2)[CH:9]=1)(C)(C)C.C(O)(C(F)(F)F)=O>C(Cl)Cl>[CH3:15][O:14][C:10]1[CH:9]=[C:8]([CH:13]=[CH:12][CH:11]=1)[NH2:7]. Run at temperature 0 celsius, time 30 minute. Reported procedure: To a stirred solution of 7 (0.15 g, 0.24 mmol) in dry CH2Cl2 (5 mL) at 0° C. was added CF3COOH (1.5 mL) and the reaction mixture was stirred at 0° C. for 30 min. The reaction was allowed to come to rt and stirred at it for 1 h. It was concentrated under reduced pressure and the residue was quenched with NaHCO3 solution (3 mL) and extracted with EtOAc (3×25 mL). The combined EtOAc extract was washed with water (20 mL), brine (10 mL) and dried over Na2SO4 and concentrated under reduced pressure to... Yield: 287.6%. Run in C(Cl)Cl (CH2Cl2). Reactants: C(C)OC(COC1=C(C=C(C=C1)S)C)=O (ethyl(4-mercapto-2-methylphenoxy)acetate), C(=O)([O-])[O-].[K+].[K+] (K2CO3), BrC(C(=O)OCC)(C)C (ethyl 2-bromo-2-methylpropanate). Solvent: CN(C)C=O (DMF). Conditions: temperature 80 celsius, time 18 hour. The product is C(C)OC(COC1=C(C=C(C=C1)C(C)=O)C)=O (ethyl(4-acetyl-2-methylphenoxy)acetate). Yield: 159.0%. As a reaction SMILES: [CH2:1]([O:3][C:4](=[O:15])[CH2:5][O:6][C:7]1[CH:12]=[CH:11][C:10](S)=[CH:9][C:8]=1[CH3:14])[CH3:2].C([O-])([O-])=O.[K+].[K+].Br[C:23](C)(C)[C:24](OCC)=[O:25]>CN(C=O)C>[CH2:1]([O:3][C:4](=[O:15])[CH2:5][O:6][C:7]1[CH:12]=[CH:11][C:10]([C:24](=[O:25])[CH3:23])=[CH:9][C:8]=1[CH3:14])[CH3:2] |f:1.2.3|. Procedure: To intermediate 4 (710 mg, 1.81 mmol) in DMF (50 mL) was added the K2CO3 (275 mg, 1.99 mmol) followed by the ethyl 2-bromo-2-methylpropanate (280 μL, 1.91 mmol; Aldrich) and the reaction heated to 80° C. After 18 h, the reaction cooled to rt and the solvent removed in vacuo. The residue treated with water (200 mL), extracted 3×50 mL CH2Cl2, dried over Na2SO4, filtered and the solvent removed under vaccum. The residue was chromatographed (CH2Cl2/MeOH: 99/1). To afford 680 mg (77%) of Intermediate... The reactants are C1CCOC1, CCOC(C)=O, COC(=O)c1cnc2cc(C)nn2c1N, O. Product: Cc1cc2ncc(CO)c(N)n2n1. As a reaction SMILES: [CH2:23]1[O:24][CH2:25][CH2:26][CH2:27]1.[CH3:16][CH2:17][O:18][C:19]([CH3:20])=[O:21].[NH2:1][c:2]1[c:3]([C:12](=[O:13])[O:14][CH3:15])[cH:4][n:5][c:6]2[n:7]1[n:8][c:9]([CH3:11])[cH:10]2.[OH2:22]>>[NH2:1][c:2]1[c:3]([CH2:12][OH:13])[cH:4][n:5][c:6]2[n:7]1[n:8][c:9]([CH3:11])[cH:10]2. Reaction SMILES: [CH2:43]([Cl:44])[Cl:45].[CH3:1][CH2:2][CH2:3][CH2:4][CH2:5][CH3:6].[CH3:36][c:37]1[cH:38][cH:39][cH:40][cH:41][cH:42]1.[CH3:7][O:8][c:9]1[cH:10][cH:11][c:12]2[c:21]([cH:22]1)[C:20]13[CH:15]([CH:14]([CH2:13]2)[NH:25][CH2:24][CH2:23]1)[CH2:16][CH2:17][CH2:18][CH2:19]3.[N+:26](=[O:27])([O-:28])[c:29]1[cH:30][cH:31][c:32]([Br:35])[cH:33][cH:34]1.[O-:47][C:48]([CH3:49])=[O:50].[O-:51][C:52]([CH3:53])=[O:54].[Pd+2:46]>>[CH3:7][O:8][c:9]1[cH:10][cH:11][c:12]2[c:21]([cH:22]1)[C:20]13[CH:15]([CH:14]([CH2:13]2)[N:25]([c:32]2[cH:31][cH:30][c:29]([N+:26](=[O:27])[O-:28])[cH:34][cH:33]2)[CH2:24][CH2:23]1)[CH2:16][CH2:17][CH2:18][CH2:19]3. The reactants are ClCCl, CCCCCC, Cc1ccccc1, COc1ccc2c(c1)C13CCCCC1C(C2)NCC3, O=[N+]([O-])c1ccc(Br)cc1, CC(=O)[O-], CC(=O)[O-], [Pd+2]. The product is COc1ccc2c(c1)C13CCCCC1C(C2)N(c1ccc([N+](=O)[O-])cc1)CC3. Starting materials: C(C)(=O)OCC1=C(N2C(C(C2SC1)NC(CC=1N=C(SC1)C1=C(C=CC=C1)O)=O)=O)C(=O)O (3-[(Acetyloxy)methyl]-7-[[[2-(2-hydroxyphenyl)-4-thiazolyl]acetyl]amino]-8-oxo-5-thia-1-azabicyclo[4.2.0]oct-2-ene-2-carboxylic Acid), C1(=CC=CC=C1)C(C1=CC=CC=C1)OC(=O)C=1N2C(C(C2SCC1COC(C)=O)NC(CC=1N=C(SC1)C1=C(C=CC=C1O)O)=O)=O (3-[(Acetyloxy)methyl]-7-[[[2-(2,6-dihydroxyphenyl)-4-thiazolyl]acetyl]amino]-8-oxo-5-thia-1-azabicyclo[4.2.0]oct-2-ene-2-carboxylic Acid Diphenylmethyl Ester), [SiH](CC)(CC)CC (Et3SiH), FC(C(=O)O)(F)F (trifluoroacetic acid). Run in C(CCl)Cl (ClCH2CH2Cl). The product is C(C)(=O)OCC1=C(N2C(C(C2SC1)NC(CC=1N=C(SC1)C1=C(C=CC=C1O)O)=O)=O)C(=O)O (3-[(Acetyloxy)methyl]-7-[[[2-(2,6-dihydroxyphenyl)-4-thiazolyl]acetyl]amino]-8-oxo-5-thia-1-azabicyclo[4.2.0]oct-2-ene-2 -carboxylic Acid). The yield is 87.9%. Reaction SMILES: C(OCC1CSC2N(C(=O)C2NC(=O)CC2N=C(C3C=CC=CC=3O)SC=2)C=1C(O)=O)(=O)C.C1(C([O:47][C:48]([C:50]2[N:51]3[CH:54]([S:55][CH2:56][C:57]=2[CH2:58][O:59][C:60](=[O:62])[CH3:61])[CH:53]([NH:63][C:64](=[O:79])[CH2:65][C:66]2[N:67]=[C:68]([C:71]4[C:76]([OH:77])=[CH:75][CH:74]=[CH:73][C:72]=4[OH:78])[S:69][CH:70]=2)[C:52]3=[O:80])=[O:49])C2C=CC=CC=2)C=CC=CC=1.[SiH](CC)(CC)CC.FC(F)(F)C(O)=O>C(Cl)CCl>[C:60]([O:59][CH2:58][C:57]1[CH2:56][S:55][CH:54]2[N:51]([C:52](=[O:80])[CH:53]2[NH:63][C:64](=[O:79])[CH2:65][C:66]2[N:67]=[C:68]([C:71]3[C:76]([OH:77])=[CH:75][CH:74]=[CH:73][C:72]=3[OH:78])[S:69][CH:70]=2)[C:50]=1[C:48]([OH:49])=[O:47])(=[O:62])[CH3:61]. Reported procedure: The procedure used for the preparation of 9a was repeated with 8e (181 mg, 0.270 mmol), Et3SiH (0.431 mL, 2.70 mmol), and trifluoroacetic acid (0.832 mL, 10.8 mmol) in dry ClCH2CH2Cl (6 mL) at 0° C. under nitrogen to give 9e (120 mg, 88%) as a white solid after crystallization from EtOAc/CH2Cl2 /hexane. mp 145° C. (dec); IR (KBr) 3650-2500 (br), 1775, 1736, 1466, 1237 cm-1 ; 1H NMR (DMSO-d6) δ1.98 (3H, s, CH3), 3.43 (1H, d, J=18.1 Hz ), 3.58 (1H, d, J=18.1 Hz), 3.76 (2H, s, CH2), 4.64 (1H, d, J=...